This data is from the Open Reaction Database (ORD), a public repository of structured organic reaction records. The task is: describe an organic reaction: reactants, conditions, products, and yield Reaction conditions: temperature 20 celsius, time 1 hour. Run in O (water), O (water). Reaction SMILES: C([O:8][C:9](=[O:27])[C@H:10]([NH:15][C@H:16]1[C@H:24]2[C@H:19]([C@@H:20]3C[C@H:23]2[CH:22]=[CH:21]3)C(=O)O1)[CH2:11][CH:12]([CH3:14])[CH3:13])C1C=CC=CC=1.[ClH:28]>O>[ClH:28].[CH2:16]([NH:15][C@@H:10]([C:9]([OH:27])=[O:8])[CH2:11][CH:12]([CH3:14])[CH3:13])[C:24]1[CH:19]=[CH:20][CH:21]=[CH:22][CH:23]=1 |f:3.4|. Procedure details: A mixture of 2 g of the product of Example 1, 15 ml of demineralized water and 1.5 ml of hydrochloric acid was stirred at 20° C. for one hour and was then heated at 60° C. for one hour and then cooled to 20° C. 15 ml of water were added to the mixture and the mixture was extracted with methylene chloride. The organic phase was washed with aqueous N sodium hydroxide solution and then with water until the wash water was neutral, dried and evaporated to dryness under reduced pressure. The residue w... The reactants are C(C1=CC=CC=C1)OC([C@@H](CC(C)C)N[C@@H]1OC([C@H]2[C@H]3C=C[C@@H]([C@@H]12)C3)=O)=O (benzyl(αR,3R,3aR,4S,7R,7aS)α-[(1-oxo-3a,4,7,7a-tetrahydro-1H,3H-4,7-methano-isobenzofuran-3-yl)-amino]-isohexanoate), Cl (hydrochloric acid). The product is Cl.C(C1=CC=CC=C1)N[C@H](CC(C)C)C(=O)O (benzyl D-leucine hydrochloride). The reactants are ClC=1C=C(C(=O)O)C=C(C1C)Cl (3,5-dichloro-4-methylbenzoic acid), CO (methanol). The product is ClC=1C=C(C(=O)OC)C=C(C1C)Cl (methyl 3,5-dichloro-4-methylbenzoate). Reaction SMILES: [Cl:1][C:2]1[CH:3]=[C:4]([CH:8]=[C:9]([Cl:12])[C:10]=1[CH3:11])[C:5]([OH:7])=[O:6].[CH3:13]O>>[Cl:1][C:2]1[CH:3]=[C:4]([CH:8]=[C:9]([Cl:12])[C:10]=1[CH3:11])[C:5]([O:7][CH3:13])=[O:6]. Procedure details: This compound was prepared in the same manner as in Reference Example 1 (step 1), except that 3,5-dichloro-4-methylbenzoic acid (Japanese Unexamined Patent Publication (Kokai) No. 6-192196) was used and methanol was used as the solvent, and that the crude product was purified by silica gel column chromatography.